From a dataset of the Open Reaction Database (ORD), a public repository of structured organic reaction records. describe an organic reaction: reactants, conditions, products, and yield Starting materials: Cc1cc(C2CC2)cc(C)c1O[Si](C)(C)C(C)(C)C, C1CCOC1, CCCC[N+](CCCC)(CCCC)CCCC, CC(=O)O, [F-]. Yields the product Cc1cc(C2CC2)cc(C)c1O. Reaction SMILES: [C:1]([Si:2]([CH3:3])([CH3:4])[O:8][c:9]1[c:10]([CH3:19])[cH:11][c:12]([CH:16]2[CH2:17][CH2:18]2)[cH:13][c:14]1[CH3:15])([CH3:5])([CH3:6])[CH3:7].[CH2:42]1[O:43][CH2:44][CH2:45][CH2:46]1.[CH3:21][CH2:22][CH2:23][CH2:24][N+:25]([CH2:26][CH2:27][CH2:28][CH3:29])([CH2:30][CH2:31][CH2:32][CH3:33])[CH2:34][CH2:35][CH2:36][CH3:37].[CH3:38][C:39](=[O:40])[OH:41].[F-:20]>>[OH:8][c:9]1[c:10]([CH3:19])[cH:11][c:12]([CH:16]2[CH2:17][CH2:18]2)[cH:13][c:14]1[CH3:15]. RXN SMILES: [C:1]([C:5]1[CH:10]=[CH:9][C:8]([CH2:11][C:12](=[O:14])[CH3:13])=[CH:7][CH:6]=1)([O:3][CH3:4])=[O:2].[CH2:15](O)[CH2:16][OH:17].C1(C)C=CC(S(O)(=O)=O)=CC=1.O>C1C=CC=CC=1>[CH2:16]1[O:17][C:12]([CH3:13])([CH2:11][C:8]2[CH:9]=[CH:10][C:5]([C:1]([O:3][CH3:4])=[O:2])=[CH:6][CH:7]=2)[O:14][CH2:15]1. Run in C1=CC=CC=C1 (benzene). Reported procedure: A mixture of 1-(4-carbomethoxyphenyl)propan-2-one (17.3 g), ethan-1,2-diol (5.6 g) and p-toluenesulphonic acid (200 ml) in benzene (150 ml) was refluxed under a Dean and Stark head until the theoretical amount of water had been collected (ca. 4 hours). The solvent was evaporated and the residue was partitioned between sodium bicarbonate solution and ether. The ethereal extract was washed with water, dried, evaporated and distilled to give 15.7 g (74%), bp 136-140/1.5 mm. The product is C1COC(CC2=CC=C(C=C2)C(=O)OC)(C)O1 (1-(4-Carbomethoxyphenyl)propan-2-one ethylene ketal). The reactants are O (water), C(=O)(OC)C1=CC=C(C=C1)CC(C)=O (1-(4-carbomethoxyphenyl)propan-2-one), C(CO)O (ethan-1,2-diol), C1(=CC=C(C=C1)S(=O)(=O)O)C (p-toluenesulphonic acid). Reactants: Cc1cc(Cc2ccccc2)nc(Cl)n1, Cc1nccc(N2CCC(N)CC2)n1, CN1CCCC1=O, CCN(C(C)C)C(C)C, Cl, Cl, O. Yields the product Cc1cc(Cc2ccccc2)nc(NC2CCN(c3ccnc(C)n3)CC2)n1. Reaction SMILES: [CH2:17]([c:18]1[cH:19][cH:20][cH:21][cH:22][cH:23]1)[c:24]1[n:25][c:26]([Cl:31])[n:27][c:28]([CH3:30])[cH:29]1.[CH3:3][c:4]1[n:5][cH:6][cH:7][c:8]([N:10]2[CH2:11][CH2:12][CH:13]([NH2:16])[CH2:14][CH2:15]2)[n:9]1.[CH3:41][N:42]1[CH2:43][CH2:44][CH2:45][C:46]1=[O:47].[CH:32]([N:33]([CH2:34][CH3:35])[CH:36]([CH3:37])[CH3:38])([CH3:39])[CH3:40].[ClH:1].[ClH:2].[OH2:48]>>[CH3:3][c:4]1[n:5][cH:6][cH:7][c:8]([N:10]2[CH2:11][CH2:12][CH:13]([NH:16][c:26]3[n:25][c:24]([CH2:17][c:18]4[cH:19][cH:20][cH:21][cH:22][cH:23]4)[cH:29][c:28]([CH3:30])[n:27]3)[CH2:14][CH2:15]2)[n:9]1.